Dataset: the Open Reaction Database (ORD), a public repository of structured organic reaction records. Task: describe an organic reaction: reactants, conditions, products, and yield Reactants: O (water), [H-].[Na+] (Sodium hydride), C(C)OC1=NNC=C1CCC(=O)OCC (ethyl 3-(3-ethoxy-1H-pyrazol-4-yl)propionate), ClC1=CC=CC=2N1C=C(N2)COC2=NC=CC(=C2)CCl (5-chloro-2-(4-chloromethyl-2-pyridyloxymethyl)imidazo[1,2-a]pyridine). Run in CN(C=O)C (N,N-dimethylformamide). Reaction conditions: time 1 hour. Product: ClC1=CC=CC=2N1C=C(N2)COC2=NC=CC(=C2)CN2N=C(C(=C2)CCC(=O)OCC)OCC (ethyl 3-[1-[2-(5-chloroimidazo[1,2-a]pyridin-2-ylmethoxy)-4-pyridylmethyl]-3-ethoxy-1H-pyrazol-4-yl]propionate). The yield is 81.3%. Reaction SMILES: [H-].[Na+].[CH2:3]([O:5][C:6]1[C:10]([CH2:11][CH2:12][C:13]([O:15][CH2:16][CH3:17])=[O:14])=[CH:9][NH:8][N:7]=1)[CH3:4].[Cl:18][C:19]1[N:24]2[CH:25]=[C:26]([CH2:28][O:29][C:30]3[CH:35]=[C:34]([CH2:36]Cl)[CH:33]=[CH:32][N:31]=3)[N:27]=[C:23]2[CH:22]=[CH:21][CH:20]=1.O>CN(C)C=O>[Cl:18][C:19]1[N:24]2[CH:25]=[C:26]([CH2:28][O:29][C:30]3[CH:35]=[C:34]([CH2:36][N:8]4[CH:9]=[C:10]([CH2:11][CH2:12][C:13]([O:15][CH2:16][CH3:17])=[O:14])[C:6]([O:5][CH2:3][CH3:4])=[N:7]4)[CH:33]=[CH:32][N:31]=3)[N:27]=[C:23]2[CH:22]=[CH:21][CH:20]=1 |f:0.1|. Procedure: Sodium hydride (60%, oily, 160 mg) was added to a solution of ethyl 3-(3-ethoxy-1H-pyrazol-4-yl)propionate (849 mg) and 5-chloro-2-(4-chloromethyl-2-pyridyloxymethyl)imidazo[1,2-a]pyridine (1230 mg) in N,N-dimethylformamide (20 ml) at 0° C., and the mixture was stirred at room temperature for 1 hour. The reaction mixture was poured into water, and extracted with ethyl acetate. The ethyl acetate layer was washed with saturated aqueous sodium chloride solution, dried (MgSO4), and concentrated. The... As a reaction SMILES: [ClH:1].[F:43][c:44]1[c:45]([C:50](=[O:51])[OH:52])[n:46][cH:47][cH:48][cH:49]1.[NH2:2][CH:3]1[CH2:4][CH2:5][CH:6]([C:9](=[O:10])[N:11]2[CH2:12][CH:13]([N:23]([C:24](=[O:25])[N:26]([CH3:27])[c:28]3[cH:29][c:30]([C:38]([F:39])([F:40])[F:41])[cH:31][c:32]([C:34]([F:35])([F:36])[F:37])[cH:33]3)[CH3:42])[CH:14]([c:16]3[cH:17][cH:18][c:19]([F:22])[cH:20][cH:21]3)[CH2:15]2)[CH2:7][CH2:8]1>>[NH:2]([CH:3]1[CH2:4][CH2:5][CH:6]([C:9](=[O:10])[N:11]2[CH2:12][CH:13]([N:23]([C:24](=[O:25])[N:26]([CH3:27])[c:28]3[cH:29][c:30]([C:38]([F:39])([F:40])[F:41])[cH:31][c:32]([C:34]([F:35])([F:36])[F:37])[cH:33]3)[CH3:42])[CH:14]([c:16]3[cH:17][cH:18][c:19]([F:22])[cH:20][cH:21]3)[CH2:15]2)[CH2:7][CH2:8]1)[C:50]([c:45]1[c:44]([F:43])[cH:49][cH:48][cH:47][n:46]1)=[O:51]. Reactants: Cl, O=C(O)c1ncccc1F, CN(C(=O)N(C)C1CN(C(=O)C2CCC(N)CC2)CC1c1ccc(F)cc1)c1cc(C(F)(F)F)cc(C(F)(F)F)c1. Product: CN(C(=O)N(C)C1CN(C(=O)C2CCC(NC(=O)c3ncccc3F)CC2)CC1c1ccc(F)cc1)c1cc(C(F)(F)F)cc(C(F)(F)F)c1.